This data is from the Open Reaction Database (ORD), a public repository of structured organic reaction records. The task is: describe an organic reaction: reactants, conditions, products, and yield Reactants: [N+](=O)([O-])C1=C(C=CC=C1)C=1C2=CC=CC=C2C=2C=CC=CC2C1 (9-(2-nitrophenyl)phenanthrene), P(=O)(OCC)(OCC)OCC (triethyl phosphate). The solvent is O (water). Reaction conditions: temperature 150 celsius, time 8 hour. The product is C1=CC=CC=2C3=CC=CC=C3C3=C(C12)NC=1C=CC=CC13 (13H-13-azaindeno[1,2-l]phenanthrene). Isolated yield 47.0%. Reaction SMILES: [N+:1]([C:4]1[CH:9]=[CH:8][CH:7]=[CH:6][C:5]=1[C:10]1[C:11]2[C:16]([C:17]3[CH:18]=[CH:19][CH:20]=[CH:21][C:22]=3[CH:23]=1)=[CH:15][CH:14]=[CH:13][CH:12]=2)([O-])=O.P(OCC)(OCC)(OCC)=O>O>[CH:21]1[C:22]2[C:23]3[NH:1][C:4]4[CH:9]=[CH:8][CH:7]=[CH:6][C:5]=4[C:10]=3[C:11]3[C:16](=[CH:15][CH:14]=[CH:13][CH:12]=3)[C:17]=2[CH:18]=[CH:19][CH:20]=1. Reported procedure: Next, a mixed solution of 2.0 g of 9-(2-nitrophenyl)phenanthrene and 40 ml of triethyl phosphate was heated and stirred under a nitrogen gas stream at 150° C. for 8 hours. After cooling to room temperature, 50 ml of water was poured into the solution, followed by extraction with 50 ml of toluene. The organic layer was washed twice with 50 ml of water, dried over magnesium sulfate and then concentrated by evaporation. The concentrate was purified by silica gel chromatography and then vacuum-dried...